From a dataset of the Open Reaction Database (ORD), a public repository of structured organic reaction records. describe an organic reaction: reactants, conditions, products, and yield Starting materials: C(C)OC1=NC=NC=C1NC(OCC(Cl)(Cl)Cl)=O (2,2,2-trichloroethyl (4-ethoxypyrimidin-5-yl)carbamate), C1(=CC=CC=C1)C=1N=C(SC1)N1CCNCC1 (1-(4-phenyl-1,3-thiazol-2-yl)piperazine), C(C)(C)N(CC)C(C)C (diisopropylethylamine), CS(=O)C (dimethylsulfoxide). The solvent is O (water). Product: C(C)OC1=NC=NC=C1NC(=O)N1CCN(CC1)C=1SC=C(N1)C1=CC=CC=C1 (N-(4-Ethoxypyrimidin-5-yl)-4-(4-phenyl-1,3-thiazol-2-yl)piperazine-1-carboxamide). The yield is 43.1%. RXN SMILES: [CH2:1]([O:3][C:4]1[C:9]([NH:10][C:11](=[O:18])OCC(Cl)(Cl)Cl)=[CH:8][N:7]=[CH:6][N:5]=1)[CH3:2].[C:19]1([C:25]2[N:26]=[C:27]([N:30]3[CH2:35][CH2:34][NH:33][CH2:32][CH2:31]3)[S:28][CH:29]=2)[CH:24]=[CH:23][CH:22]=[CH:21][CH:20]=1.C(N(C(C)C)CC)(C)C.CS(C)=O>O>[CH2:1]([O:3][C:4]1[C:9]([NH:10][C:11]([N:33]2[CH2:34][CH2:35][N:30]([C:27]3[S:28][CH:29]=[C:25]([C:19]4[CH:24]=[CH:23][CH:22]=[CH:21][CH:20]=4)[N:26]=3)[CH2:31][CH2:32]2)=[O:18])=[CH:8][N:7]=[CH:6][N:5]=1)[CH3:2]. Reported procedure: A solution of 2,2,2-trichloroethyl (4-ethoxypyrimidin-5-yl)carbamate (315 mg, 1.00 mmol), 1-(4-phenyl-1,3-thiazol-2-yl)piperazine (245 mg, 1.00 mmol), diisopropylethylamine (0.174 ml, 1.00 mmol) and dimethylsulfoxide (5 ml) was stirred at 70° C. for 12 hours, the reaction mixture was poured into water and the mixture was extracted with ethyl acetate. The extract was washed with water and dried over anhydrous magnesium sulfate and the solvent was distilled off under reduced pressure. The residue ... Reactants: CNCCc1ccncc1, CCOC(C)=O, O=C(Nc1ccc2sc3ccccc3c2c1)OCc1ccc([N+](=O)[O-])cc1. Product: CN(CCc1ccncc1)C(=O)Nc1ccc2sc3ccccc3c2c1. Reaction SMILES: [CH3:28][NH:29][CH2:30][CH2:31][c:32]1[cH:33][cH:34][n:35][cH:36][cH:37]1.[CH3:38][CH2:39][O:40][C:41]([CH3:42])=[O:43].[N+:1]([c:2]1[cH:3][cH:4][c:5]([CH2:6][O:7][C:10](=[O:11])[NH:12][c:13]2[cH:14][c:15]3[c:16]([s:17][c:18]4[c:19]3[cH:20][cH:21][cH:22][cH:23]4)[cH:24][cH:25]2)[cH:8][cH:9]1)([O-:26])=[O:27]>>[C:10](=[O:11])([NH:12][c:13]1[cH:14][c:15]2[c:16]([s:17][c:18]3[c:19]2[cH:20][cH:21][cH:22][cH:23]3)[cH:24][cH:25]1)[N:29]([CH3:28])[CH2:30][CH2:31][c:32]1[cH:33][cH:34][n:35][cH:36][cH:37]1. Reactants: CC1(OCCO1)C1=CC=C(O1)CN1N=C(C=C1)N (1-[5-(2-methyl-[1,3]dioxolan-2-yl)-furan-2-ylmethyl]-1H-pyrazol-3-ylamine), CC=1OC(=C(N1)C(=O)O)C1=CC(=CC=C1)OC (2-methyl-5-(3-methoxy-phenyl)-oxazole-4-carboxylic acid). Yields the product C(C)(=O)C1=CC=C(O1)CN1N=C(C=C1)NC(=O)C=1N=C(OC1C1=CC(=CC=C1)OC)C (5-(3-Methoxy-phenyl)-2-methyl-oxazole-4-carboxylic acid [1-(5-acetyl-furan-2-ylmethyl)-1H-pyrazol-3-yl]-amide). Reaction SMILES: [CH3:1][C:2]1([C:7]2[O:11][C:10]([CH2:12][N:13]3[CH:17]=[CH:16][C:15]([NH2:18])=[N:14]3)=[CH:9][CH:8]=2)[O:6]CCO1.[CH3:19][C:20]1[O:21][C:22]([C:28]2[CH:33]=[CH:32][CH:31]=[C:30]([O:34][CH3:35])[CH:29]=2)=[C:23]([C:25](O)=[O:26])[N:24]=1>>[C:2]([C:7]1[O:11][C:10]([CH2:12][N:13]2[CH:17]=[CH:16][C:15]([NH:18][C:25]([C:23]3[N:24]=[C:20]([CH3:19])[O:21][C:22]=3[C:28]3[CH:33]=[CH:32][CH:31]=[C:30]([O:34][CH3:35])[CH:29]=3)=[O:26])=[N:14]2)=[CH:9][CH:8]=1)(=[O:6])[CH3:1]. Procedure details: Following general procedure B followed by T, starting from 1-[5-(2-methyl-[1,3]dioxolan-2-yl)-furan-2-ylmethyl]-1H-pyrazol-3-ylamine and 2-methyl-5-(3-methoxy-phenyl)-oxazole-4-carboxylic acid. LC-MS-conditions 02: tR=1.01 min; [M+H]+=421.41. The reactants are Cl.CN(C1CCC=2NC3=CC(=CC=C3C2C1)OCC1=CC=CC=C1)C (3-(dimethylamino)-7-benzyloxy-1,2,3,4-tetrahydrocarbazole hydrochloride), Cl.CN(C1CCC=2NC3=CC(=CC=C3C2C1)O)C (3-(dimethylamino)-7-hydroxy-1,2,3,4-tetrahydrocarbazole hydrochloride). The reagents and catalysts are [Pd] (palladium on charcoal). Run in C(C)O (ethyl alcohol). The product is CN(C1CCC=2NC3=CC(=CC=C3C2C1)O)C (3-(Dimethylamino)-7-hydroxy-1,2,3,4-tetrahydrocarbazole). As a reaction SMILES: Cl.[CH3:2][N:3]([CH3:25])[CH:4]1[CH2:16][C:15]2[C:14]3[C:9](=[CH:10][C:11]([O:17]CC4C=CC=CC=4)=[CH:12][CH:13]=3)[NH:8][C:7]=2[CH2:6][CH2:5]1.Cl.CN(C)C1CC2C3C(=CC(O)=CC=3)NC=2CC1>[Pd].C(O)C>[CH3:2][N:3]([CH3:25])[CH:4]1[CH2:16][C:15]2[C:14]3[C:9](=[CH:10][C:11]([OH:17])=[CH:12][CH:13]=3)[NH:8][C:7]=2[CH2:6][CH2:5]1 |f:0.1,2.3|. Procedure details: Following a procedure similar to that described in Example 258 and using 12 g. of 3-(dimethylamino)-7-benzyloxy-1,2,3,4-tetrahydrocarbazole hydrochloride (Example 239) in 200 ml. of aqueous ethyl alcohol (1:1) and 2 g. of 10% palladium on charcoal, there was obtained 10 g. of 3-(dimethylamino)-7-hydroxy-1,2,3,4-tetrahydrocarbazole hydrochloride, m.p. 286°-288° C. Reactants: CO, FCCCCSCCCCCOc1ccc(C2=C(c3ccccc3)CCCc3cc(OC4CCCCO4)ccc32)cc1, C1CCOC1, O, O=C(O)C(=O)O. Yields the product Oc1ccc2c(c1)CCCC(c1ccccc1)=C2c1ccc(OCCCCCSCCCCF)cc1. RXN SMILES: [CH3:55][OH:56].[F:1][CH2:2][CH2:3][CH2:4][CH2:5][S:6][CH2:7][CH2:8][CH2:9][CH2:10][CH2:11][O:12][c:13]1[cH:14][cH:15][c:16]([C:19]2=[C:20]([c:37]3[cH:38][cH:39][cH:40][cH:41][cH:42]3)[CH2:21][CH2:22][CH2:23][c:24]3[c:25]2[cH:26][cH:27][c:28]([O:30][CH:31]2[CH2:32][CH2:33][CH2:34][CH2:35][O:36]2)[cH:29]3)[cH:17][cH:18]1.[O:43]1[CH2:44][CH2:45][CH2:46][CH2:47]1.[OH2:48].[OH:49][C:50]([C:51](=[O:52])[OH:53])=[O:54]>>[F:1][CH2:2][CH2:3][CH2:4][CH2:5][S:6][CH2:7][CH2:8][CH2:9][CH2:10][CH2:11][O:12][c:13]1[cH:14][cH:15][c:16]([C:19]2=[C:20]([c:37]3[cH:38][cH:39][cH:40][cH:41][cH:42]3)[CH2:21][CH2:22][CH2:23][c:24]3[c:25]2[cH:26][cH:27][c:28]([OH:30])[cH:29]3)[cH:17][cH:18]1. Reactants: Cc1cc(C)c2c(C#N)c(C=CC(=O)O)n(C3CCCc4ccccc43)c2n1, O=C(Cl)C(=O)Cl, C1CCOC1, Cc1ccc(N)cc1, CN(C)C=O, O, c1ccncc1. The product is Cc1ccc(NC(=O)C=Cc2c(C#N)c3c(C)cc(C)nc3n2C2CCCc3ccccc32)cc1. As a reaction SMILES: [C:1](#[N:2])[c:3]1[c:4]([CH:24]=[CH:25][C:26](=[O:27])[OH:28])[n:5]([CH:14]2[CH2:15][CH2:16][CH2:17][c:18]3[cH:19][cH:20][cH:21][cH:22][c:23]32)[c:6]2[n:7][c:8]([CH3:13])[cH:9][c:10]([CH3:12])[c:11]12.[C:29]([Cl:30])(=[O:31])[C:32]([Cl:33])=[O:34].[CH2:49]1[O:50][CH2:51][CH2:52][CH2:53]1.[NH2:35][c:36]1[cH:37][cH:38][c:39]([CH3:42])[cH:40][cH:41]1.[O:55]=[CH:56][N:57]([CH3:58])[CH3:59].[OH2:54].[cH:43]1[cH:44][cH:45][n:46][cH:47][cH:48]1>>[C:1](#[N:2])[c:3]1[c:4]([CH:24]=[CH:25][C:26](=[O:28])[NH:35][c:36]2[cH:37][cH:38][c:39]([CH3:42])[cH:40][cH:41]2)[n:5]([CH:14]2[CH2:15][CH2:16][CH2:17][c:18]3[cH:19][cH:20][cH:21][cH:22][c:23]32)[c:6]2[n:7][c:8]([CH3:13])[cH:9][c:10]([CH3:12])[c:11]12. Product: CCCCCC(=O)c1cnc2c(OC)cccc2c1Nc1ccccc1C. Starting materials: CCCCCC(=O)c1cnc2c(OC)cccc2c1Cl, Cc1ccccc1N, C1COCCO1. Reaction SMILES: [C:1]([CH2:2][CH2:3][CH2:4][CH2:5][CH3:6])(=[O:7])[c:8]1[cH:9][n:10][c:11]2[c:12]([O:19][CH3:20])[cH:13][cH:14][cH:15][c:16]2[c:17]1[Cl:18].[NH2:21][c:22]1[c:23]([CH3:28])[cH:24][cH:25][cH:26][cH:27]1.[O:29]1[CH2:30][CH2:31][O:32][CH2:33][CH2:34]1>>[C:1]([CH2:2][CH2:3][CH2:4][CH2:5][CH3:6])(=[O:7])[c:8]1[cH:9][n:10][c:11]2[c:12]([O:19][CH3:20])[cH:13][cH:14][cH:15][c:16]2[c:17]1[NH:21][c:22]1[c:23]([CH3:28])[cH:24][cH:25][cH:26][cH:27]1.